Dataset: the Open Reaction Database (ORD), a public repository of structured organic reaction records. Task: describe an organic reaction: reactants, conditions, products, and yield Starting materials: FC1=CC=CC2=C1OCCN2C2=C(C#N)C=C(C=C2)C(F)(F)F (2-(8-fluoro-2H-benzo[b][1,4]oxazin-4(3H)-yl)-5-(trifluoromethyl)benzonitrile), ClS(=O)(=O)O (chlorosulfonic acid), ice water. Run in C(Cl)Cl (DCM), C(Cl)Cl (DCM). Product: C(#N)C1=C(C=CC(=C1)C(F)(F)F)N1C2=C(OCC1)C(=C(C=C2)S(=O)(=O)Cl)F (4-(2-cyano-4-(trifluoromethyl)phenyl)-8-fluoro-3,4-dihydro-2H-benzo[b][1,4]oxazine-7-sulfonyl chloride). Isolated yield 58.0%. As a reaction SMILES: [F:1][C:2]1[C:7]2[O:8][CH2:9][CH2:10][N:11]([C:12]3[CH:19]=[CH:18][C:17]([C:20]([F:23])([F:22])[F:21])=[CH:16][C:13]=3[C:14]#[N:15])[C:6]=2[CH:5]=[CH:4][CH:3]=1.[Cl:24][S:25](O)(=[O:27])=[O:26]>C(Cl)Cl>[C:14]([C:13]1[CH:16]=[C:17]([C:20]([F:23])([F:21])[F:22])[CH:18]=[CH:19][C:12]=1[N:11]1[CH2:10][CH2:9][O:8][C:7]2[C:2]([F:1])=[C:3]([S:25]([Cl:24])(=[O:27])=[O:26])[CH:4]=[CH:5][C:6]1=2)#[N:15]. Procedure details: To a vial charged with 2-(8-fluoro-2H-benzo[b][1,4]oxazin-4(3H)-yl)-5-(trifluoromethyl)benzonitrile (0.168 g, 0.521 mmol) was added DCM (2.085 ml). The resulting solution was cooled in an ice water bath prior to the addition of chlorosulfonic acid (0.139 ml, 2.085 mmol), faster than dropwise. After 30 mins the solution was added to ice water, and mixture was extracted 2× with EtOAc. The combined organics were dried with Na2SO4, filtered, and dried under reduced pressure. The crude material was p... The reactants are [BH4-].[Na+] (sodium borohydride), O (water), C(C)OC(C)O[C@@H](C(=O)OCC(C)C)C (isobutyl (R)-(+)-2-(1-ethoxyethoxy)propionate), CO (methanol). The solvent is ClC1=CC=CC=C1 (chlorobenzene). The product is C(C)OC(C)O[C@@H](CO)C ((R)-(−)-2-(1-Ethoxyethoxy)-1-propanol). Yield: 78.3%. As a reaction SMILES: [BH4-].[Na+].[CH2:3]([O:5][CH:6]([O:8][C@H:9]([CH3:17])[C:10](OCC(C)C)=[O:11])[CH3:7])[CH3:4].CO.O>ClC1C=CC=CC=1>[CH2:3]([O:5][CH:6]([O:8][C@H:9]([CH3:17])[CH2:10][OH:11])[CH3:7])[CH3:4] |f:0.1|. Reported procedure: 1.85 g of sodium borohydride was suspended at room temperature in a solution of 7.52 g of the isobutyl (R)-(+)-2-(1-ethoxyethoxy)propionate (obtained in Reference Example 3) dissolved in 30 ml of chlorobenzene. Thereto was dropwise added slowly 7.3 ml of methanol with stirring, so that the internal temperature of the reaction system could be kept at 40° C. After the completion of the dropwise addition, the mixture was stirred at room temperature for 5 hours. to give rise to a reaction. After the... Starting materials: CC(C)(C#N)c1cccc(C(=O)Nc2cccc([N+](=O)[O-])c2)c1, C, CCO, [Pd]. The product is CC(C)(C#N)c1cccc(C(=O)Nc2cccc(N)c2)c1. RXN SMILES: [C:1](#[N:2])[C:3]([CH3:4])([CH3:5])[c:6]1[cH:7][c:8]([C:9](=[O:10])[NH:11][c:12]2[cH:13][c:14]([N+:18]([O-:19])=[O:20])[cH:15][cH:16][cH:17]2)[cH:21][cH:22][cH:23]1.[C:27].[CH3:24][CH2:25][OH:26].[Pd:28]>>[C:1](#[N:2])[C:3]([CH3:4])([CH3:5])[c:6]1[cH:7][c:8]([C:9](=[O:10])[NH:11][c:12]2[cH:13][c:14]([NH2:18])[cH:15][cH:16][cH:17]2)[cH:21][cH:22][cH:23]1.